This data is from the Open Reaction Database (ORD), a public repository of structured organic reaction records. The task is: describe an organic reaction: reactants, conditions, products, and yield Reactants: O (water), N1CC(C1)CCN(C=1C(=CC2=C(N(N=C2C1)C1=CC=C(C=C1)Cl)C(=O)NC)C1CC1)S(=O)(=O)C (6-{[2-(Azetidin-3-yl)ethyl](methylsulfonyl)amino}-2-(4-chlorophenyl)-5-cyclopropyl-N-methyl-2H-indazole-3-carboxamide), [BH4-].[Na+] (sodium borohydride), C=O (paraformaldehyde). Solvent: CO (MeOH). Product: ClC1=CC=C(C=C1)N1N=C2C=C(C(=CC2=C1C(=O)NC)C1CC1)N(S(=O)(=O)C)CCC1CN(C1)C (2-(4-chlorophenyl)-5-cyclopropyl-N-methyl-6-{[2-(1-methylazetidin-3-yl)ethyl](methylsulfonyl)amino}-2H-indazole-3-carboxamide). The yield is 124.0%. Reaction SMILES: [NH:1]1[CH2:4][CH:3]([CH2:5][CH2:6][N:7]([S:31]([CH3:34])(=[O:33])=[O:32])[C:8]2[C:9]([CH:28]3[CH2:30][CH2:29]3)=[CH:10][C:11]3[C:15]([CH:16]=2)=[N:14][N:13]([C:17]2[CH:22]=[CH:21][C:20]([Cl:23])=[CH:19][CH:18]=2)[C:12]=3[C:24]([NH:26][CH3:27])=[O:25])[CH2:2]1.[CH2:35]=O.[BH4-].[Na+].O>CO>[Cl:23][C:20]1[CH:19]=[CH:18][C:17]([N:13]2[C:12]([C:24]([NH:26][CH3:27])=[O:25])=[C:11]3[C:15]([CH:16]=[C:8]([N:7]([CH2:6][CH2:5][CH:3]4[CH2:4][N:1]([CH3:35])[CH2:2]4)[S:31]([CH3:34])(=[O:33])=[O:32])[C:9]([CH:28]4[CH2:29][CH2:30]4)=[CH:10]3)=[N:14]2)=[CH:22][CH:21]=1 |f:2.3|. Procedure details: To a solution of Compound (6) (27 mg, 0.05 mmol) in MeOH (2 mL) was added, simultaneously, paraformaldehyde (30 mg) and sodium borohydride (30 mg). After 16 h at ambient temperature water (25 ml) was added and the aqueous layer was extracted into EtOAc (3×30 mL). The combined organics were washed with brine (25 mL), dried (MgSO4) and concentrated in vacuo to give a colourless oil (32 mg). The crude material was purified by reverse phase preparative LCMS: Acetonitrile/water (0.1% formic acid) to ... Starting materials: CC=1N=CC(=NC1)N1CCC(CC1)OC=1SC2=C(N1)C=CC(=C2)C2=CCN(CC2)C(=O)OC(C)(C)C (tert-Butyl 4-(2-(1-(5-methylpyrazin-2-yl)piperidin-4-yloxy)benzo[d]thiazol-6-yl)-5,6-dihydropyridine-1 (2H)-carboxylate), C(=O)(C(F)(F)F)O (TFA), C(CC)C=1C=NC(=NC1)N1CCC(CC1)OC=1SC2=C(N1)C=CC(=C2)C=2CCNCC2 (2-(1-(5-Propylpyrimidin-2-yl)piperidin-4-yloxy)-6-(1,2,3,6-tetrahydropyridin-4-yl)benzo[d]thiazole). Product: CC=1N=CC(=NC1)N1CCC(CC1)OC=1SC2=C(N1)C=CC(=C2)C=2CCNCC2 (2-(1-(5-Methylpyrazin-2-yl)piperidin-4-yloxy)-6-(1,2,3,6-tetrahydropyridin-4-yl)benzo[d]thiazole). RXN SMILES: [CH3:1][C:2]1[N:3]=[CH:4][C:5]([N:8]2[CH2:13][CH2:12][CH:11]([O:14][C:15]3[S:16][C:17]4[CH:23]=[C:22]([C:24]5[CH2:29][CH2:28][N:27](C(OC(C)(C)C)=O)[CH2:26][CH:25]=5)[CH:21]=[CH:20][C:18]=4[N:19]=3)[CH2:10][CH2:9]2)=[N:6][CH:7]=1.C(O)(C(F)(F)F)=O.C(C1C=NC(N2CCC(OC3SC4C=C(C5CCNCC=5)C=CC=4N=3)CC2)=NC=1)CC>>[CH3:1][C:2]1[N:3]=[CH:4][C:5]([N:8]2[CH2:13][CH2:12][CH:11]([O:14][C:15]3[S:16][C:17]4[CH:23]=[C:22]([C:24]5[CH2:29][CH2:28][NH:27][CH2:26][CH:25]=5)[CH:21]=[CH:20][C:18]=4[N:19]=3)[CH2:10][CH2:9]2)=[N:6][CH:7]=1. Procedure details: Compound 50C was prepared from Compound 50B and TFA in a similar manner to the procedure described for Compound 1E in Example 1. LCMS (m/z)=408 (M+H)+. Starting materials: C(C)(C)NC(C)C (diisopropylamine), solution, C(CCC)[Li] (butyllithium), CCCCCC (hexane), ClC(CC(C(=O)OC)CC)=C (methyl 4-chloro-2-ethyl-4-pentenoate), C(C)I (ethyl iodide). Run in C1CCOC1 (THF), C1CCOC1 (THF). Conditions: time 45 minute. The product is ClC(CC(C(=O)OC)(CC)CC)=C (Methyl 4-chloro-2,2-diethyl-4-pentenoate). RXN SMILES: [CH:1](NC(C)C)(C)[CH3:2].C([Li])CCC.CCCCCC.[Cl:19][C:20](=[CH2:29])[CH2:21][CH:22]([CH2:27][CH3:28])[C:23]([O:25][CH3:26])=[O:24].C(I)C>C1COCC1>[Cl:19][C:20](=[CH2:29])[CH2:21][C:22]([CH2:1][CH3:2])([CH2:27][CH3:28])[C:23]([O:25][CH3:26])=[O:24]. Procedure details: To a cold solution (0° C.) of diisopropylamine (0.80 mL, 5.7 mmol) in THF (5 mL) was added a 1.6M solution of butyllithium in hexane (3.4 mL, 5.4 mmol) over a 5 minute period and stirring was continued for an additional 45 min. Then a solution of methyl 4-chloro-2-ethyl-4-pentenoate (800 mg, 5 mmol) from Example 27, Step A, in THF (2 mL) was added and the reaction was stirred at 0° C. for another 30 minutes. Then ethyl iodide (440 μL, 5.5 mmol) was added and the reaction was allowed to proceed a...